Dataset: the Open Reaction Database (ORD), a public repository of structured organic reaction records. Task: describe an organic reaction: reactants, conditions, products, and yield Starting materials: C=CCNc1cccc(C(=O)Cl)c1, CC(=O)CC(C)=O, COCCOC, Cl, [H-], [Na+]. Yields the product C=CCNc1cccc(C(=O)C(C(C)=O)C(C)=O)c1. Reaction SMILES: [CH2:11]([CH:12]=[CH2:13])[NH:14][c:15]1[cH:16][c:17]([C:18](=[O:19])[Cl:20])[cH:21][cH:22][cH:23]1.[CH3:1][C:2]([CH2:3][C:4]([CH3:5])=[O:6])=[O:7].[CH3:24][O:25][CH2:26][CH2:27][O:28][CH3:29].[ClH:10].[H-:8].[Na+:9]>>[CH3:1][C:2]([CH:3]([C:4]([CH3:5])=[O:6])[C:18]([c:17]1[cH:16][c:15]([NH:14][CH2:11][CH:12]=[CH2:13])[cH:23][cH:22][cH:21]1)=[O:19])=[O:7]. Starting materials: NC=1C=NC=C(C1)C(F)(F)F (3-amino-5-trifluoromethylpyridine), NC=1C=CC(=NC1)Cl (5-amino-2-chloropyridine). Yields the product CNC=1C=NC=C(C1)C(F)(F)F (3-Methylamino-5-trifluoromethylpyridine). RXN SMILES: [NH2:1][C:2]1[CH:3]=[N:4][CH:5]=[C:6]([C:8]([F:11])([F:10])[F:9])[CH:7]=1.N[C:13]1C=CC(Cl)=NC=1>>[CH3:13][NH:1][C:2]1[CH:3]=[N:4][CH:5]=[C:6]([C:8]([F:11])([F:9])[F:10])[CH:7]=1. Procedure details: The reaction procedure of Reference Example 24 was repeated except that 3-amino-5-trifluoromethylpyridine was used in lieu of 5-amino-2-chloropyridine to obtain the title compound as white crystals. The reactants are C12C(C3CC(CC(C1)C3)C2)NC(=O)C=2C=NN(C2Cl)C2=CC=CC=C2 (5-chloro-1-phenyl-1H-pyrazole-4-carboxylic acid adamantan-2-ylamide), C12C(C3CC(CC(C1)C3)C2)NC(=O)C=2C=NN(C2Cl)C2=CC=CC=C2 (5-chloro-1-phenyl-1H-pyrazole-4-carboxylic acid adamantan-2-ylamide), CC1NC(CC1)C (2,5-dimethylpyrrolidine). Yields the product C12C(C3CC(CC(C1)C3)C2)NC(=O)C=2C=NN(C2N2C(CCC2C)C)C2=CC=CC=C2 (5-(2,5-Dimethyl-pyrrolidin-1-y1)-1-phenyl-1H-pyrazole-4-carboxylic acid adamant-2-ylamide). RXN SMILES: [CH:1]12[CH2:10][CH:5]3[CH2:6][CH:7]([CH2:9][CH:3]([CH2:4]3)[CH:2]1[NH:11][C:12]([C:14]1[CH:15]=[N:16][N:17]([C:20]3[CH:25]=[CH:24][CH:23]=[CH:22][CH:21]=3)[C:18]=1Cl)=[O:13])[CH2:8]2.[CH3:26][CH:27]1[CH2:31][CH2:30][CH:29]([CH3:32])[NH:28]1>>[CH:1]12[CH2:10][CH:5]3[CH2:6][CH:7]([CH2:9][CH:3]([CH2:4]3)[CH:2]1[NH:11][C:12]([C:14]1[CH:15]=[N:16][N:17]([C:20]3[CH:25]=[CH:24][CH:23]=[CH:22][CH:21]=3)[C:18]=1[N:28]1[CH:29]([CH3:32])[CH2:30][CH2:31][CH:27]1[CH3:26])=[O:13])[CH2:8]2. Procedure details: 5-(2,5-Dimethyl-pyrrolidin-1-y1)-1-phenyl-1H-pyrazole-4-carboxylic acid adamant-2-ylamide was prepared using Procedure A from 5-chloro-1-phenyl-1H-pyrazole-4-carboxylic acid adamantan-2-ylamide (Intermediate 3) and 2,5-dimethylpyrrolidine. Mass spectrum (ES) MH+=419. The reactants are C(C)OC(=O)C1CN(CCC1NC(=O)OC(C)(C)C)C1=CC(=C(C=C1)OC)OC (rac-4-tert-butoxycarbonylamino-1-(3,4-dimethoxy-phenyl)-piperidine-3-carboxylic acid ethyl ester), [OH-].[Na+] (NaOH), [OH-].[Li+] (lithium hydroxide). Run in C1CCOC1 (THF), O (water). Conditions: time 22 hour. The product is C(C)(C)(C)OC(=O)NC1C(CN(CC1)C1=CC(=C(C=C1)OC)OC)C(=O)O (rac-4-tert-Butoxycarbonylamino-1-(3,4-dimethoxy-phenyl)-piperidine-3-carboxylic acid). The yield is 24.0%. Reaction SMILES: C([O:3][C:4]([CH:6]1[CH:11]([NH:12][C:13]([O:15][C:16]([CH3:19])([CH3:18])[CH3:17])=[O:14])[CH2:10][CH2:9][N:8]([C:20]2[CH:25]=[CH:24][C:23]([O:26][CH3:27])=[C:22]([O:28][CH3:29])[CH:21]=2)[CH2:7]1)=[O:5])C.[OH-].[Na+].[OH-].[Li+]>C1COCC1.O>[C:16]([O:15][C:13]([NH:12][CH:11]1[CH2:10][CH2:9][N:8]([C:20]2[CH:25]=[CH:24][C:23]([O:26][CH3:27])=[C:22]([O:28][CH3:29])[CH:21]=2)[CH2:7][CH:6]1[C:4]([OH:5])=[O:3])=[O:14])([CH3:19])([CH3:17])[CH3:18] |f:1.2,3.4|. Reported procedure: To a solution of rac-4-tert-butoxycarbonylamino-1-(3,4-dimethoxy-phenyl)-piperidine-3-carboxylic acid ethyl ester (170 mg) in 2 ml THF, were added 1 ml NaOH 1M and lithium hydroxide (100 mg). The suspension was stirred 22 h at RT., diluted with water and extracted twice with tert-butylmethylether. The aqueous layer was acidified to pH 4, saturated with NaCl and then the product was extracted with 3 portions of AcOEt. The organic layers were dried over MgSO4, filtered, evaporated and chromatograp... Starting materials: ClC1=C(CNC(=O)C=2C(NN=C(C2)C2=CC=NC=C2)=O)C=CC(=C1)Cl (N-(2,4-dichlorobenzyl)-3-oxo-6-pyridin-4-yl-2,3-dihydropyridazine-4-carboxamide), ClC1=C(CN)C=CC(=C1)Cl (2,4-dichlorobenzylamine), O=C1NN=C(C=C1C(=O)O)C1=NC=CC=C1 (3-oxo-6-pyridin-2-yl-2,3-dihydropyridazine-4-carboxylic acid), C(C(=O)Cl)(=O)Cl (oxalyl chloride). The solvent is C(C)N(CC)CC (triethylamine), ClCCl (dichloromethane), CN(C=O)C (dimethylformamide). Yields the product ClC1=C(CNC(=O)C=2C(NN=C(C2)C2=NC=CC=C2)=O)C=CC(=C1)Cl (N-(2,4-dichlorobenzyl)-3-oxo-6-pyridin-2-yl-2,3-dihydropyridazine-4-carboxamide). As a reaction SMILES: [Cl:1][C:2]1[CH:24]=[C:23]([Cl:25])[CH:22]=[CH:21][C:3]=1[CH2:4][NH:5][C:6]([C:8]1[C:9](=[O:20])[NH:10][N:11]=[C:12]([C:14]2[CH:19]=[CH:18]N=CC=2)[CH:13]=1)=[O:7].O=[C:27]1[C:32](C(O)=O)=CC(C2C=CC=CN=2)=N[NH:28]1.C(Cl)(=O)C(Cl)=O.ClC1C=C(Cl)C=CC=1CN>C(N(CC)CC)C.CN(C)C=O.ClCCl>[Cl:1][C:2]1[CH:24]=[C:23]([Cl:25])[CH:22]=[CH:21][C:3]=1[CH2:4][NH:5][C:6]([C:8]1[C:9](=[O:20])[NH:10][N:11]=[C:12]([C:14]2[CH:19]=[CH:18][CH:32]=[CH:27][N:28]=2)[CH:13]=1)=[O:7]. Procedure details: Working as in example 2 for the preparation of N-(2,4-dichlorobenzyl)-3-oxo-6-pyridin-4-yl-2,3-dihydropyridazine-4-carboxamide, but starting with 0.3 g of 3-oxo-6-pyridin-2-yl-2,3-dihydropyridazine-4-carboxylic acid, 10 cm3 of dichloromethane, 1 cm3 of dimethylformamide, 0.12 cm3 of oxalyl chloride, 0.21 cm3 of 2,4-dichlorobenzylamine and 0.22 cm3 of triethylamine, 0.22 g of N-(2,4-dichlorobenzyl)-3-oxo-6-pyridin-2-yl-2,3-dihydropyridazine-4-carboxamide was obtained in the form of a cream-colore... The reactants are CC(C(=O)O)C(O)CCCCc1ccccc1, O=S(=O)(Cl)c1ccccc1, c1ccncc1. RXN SMILES: [OH:1][CH:2]([CH:3]([C:4](=[O:5])[OH:6])[CH3:7])[CH2:8][CH2:9][CH2:10][CH2:11][c:12]1[cH:13][cH:14][cH:15][cH:16][cH:17]1.[c:18]1([S:19]([Cl:20])(=[O:21])=[O:22])[cH:23][cH:24][cH:25][cH:26][cH:27]1.[cH:28]1[cH:29][cH:30][n:31][cH:32][cH:33]1>>[CH:2]1([CH2:8][CH2:9][CH2:10][CH2:11][c:12]2[cH:13][cH:14][cH:15][cH:16][cH:17]2)[CH:3]([CH3:7])[C:4](=[O:6])[O:5]1. The product is CC1C(=O)OC1CCCCc1ccccc1. Reactants: FC(CNC(=O)NC=1C=C(C=CC1)C1=CN=C2N1N=CC(=C2)C=2C=NN(C2)C(C(=O)O)C)(F)F (2-(4-{3-[3-({[(2,2,2-trifluoroethyl)amino]carbonyl}amino)phenyl]imidazo[1,2-b]pyridazin-7-yl}-1H-pyrazol-1-yl)propanoic acid), NCC#N (aminoacetonitrile). The product is C(#N)CNC(C(C)N1N=CC(=C1)C1=CC=2N(N=C1)C(=CN2)C2=CC(=CC=C2)NC(=O)NCC(F)(F)F)=O (N-(Cyanomethyl)-2-(4-{3-[3-({[(2,2,2-trifluoroethyl)amino]carbonyl}amino)phenyl]imidazo[1,2-b]pyridazin-7-yl}-1H-pyrazol-1-yl)propanamide). RXN SMILES: [F:1][C:2]([F:34])([F:33])[CH2:3][NH:4][C:5]([NH:7][C:8]1[CH:9]=[C:10]([C:14]2[N:18]3[N:19]=[CH:20][C:21]([C:23]4[CH:24]=[N:25][N:26]([CH:28]([CH3:32])[C:29](O)=[O:30])[CH:27]=4)=[CH:22][C:17]3=[N:16][CH:15]=2)[CH:11]=[CH:12][CH:13]=1)=[O:6].[NH2:35][CH2:36][C:37]#[N:38]>>[C:36]([CH2:37][NH:38][C:29](=[O:30])[CH:28]([N:26]1[CH:27]=[C:23]([C:21]2[CH:20]=[N:19][N:18]3[C:14]([C:10]4[CH:11]=[CH:12][CH:13]=[C:8]([NH:7][C:5]([NH:4][CH2:3][C:2]([F:33])([F:34])[F:1])=[O:6])[CH:9]=4)=[CH:15][N:16]=[C:17]3[CH:22]=2)[CH:24]=[N:25]1)[CH3:32])#[N:35]. Procedure: This compound was prepared by using procedures analogous to those described for the synthesis of Example 54, Step 3 starting from 2-(4-{3-[3-({[(2,2,2-trifluoroethyl)amino]carbonyl}amino)phenyl]imidazo[1,2-b]pyridazin-7-yl}-1H-pyrazol-1-yl)propanoic acid and aminoacetonitrile (Aldrich and Cat. No. A5802). LCMS (M+H)+: m/z=512.2.